Task: describe an organic reaction: reactants, conditions, products, and yield. Dataset: the Open Reaction Database (ORD), a public repository of structured organic reaction records Reactants: FC1=CC=C(C=C1)C1=NNC(=N1)N (3-(4-fluorophenyl)-1H-1,2,4-triazol-5-amine), C(C)N1N=CC2=CC(=CC=C12)C(CC(=O)OCC)=O (ethyl 3-(1-ethyl-1H-indazol-5-yl)-3-oxopropanoate), CC=1C=CC(=CC1)S(=O)(=O)O (TsOH). The solvent is C1(=CC=CC=C1)OC1=CC=CC=C1 (diphenyl ether). Run at time 2.5 hour. Yields the product C(C)N1N=CC2=CC(=CC=C12)C=1NC=2N(C(C1)=O)N=C(N2)C2=CC=C(C=C2)F (5-(1-ethyl-1H-indazol-5-yl)-2-(4-fluorophenyl)-[1,2,4]triazolo[1,5-α]pyrimidin-7(4H)-one). The yield is 32.9%. As a reaction SMILES: [F:1][C:2]1[CH:7]=[CH:6][C:5]([C:8]2[N:12]=[C:11]([NH2:13])[NH:10][N:9]=2)=[CH:4][CH:3]=1.[CH2:14]([N:16]1[C:24]2[C:19](=[CH:20][C:21]([C:25](=O)[CH2:26][C:27](OCC)=[O:28])=[CH:22][CH:23]=2)[CH:18]=[N:17]1)[CH3:15].CC1C=CC(S(O)(=O)=O)=CC=1>C1(OC2C=CC=CC=2)C=CC=CC=1>[CH2:14]([N:16]1[C:24]2[C:19](=[CH:20][C:21]([C:25]3[NH:13][C:11]4[N:10]([N:9]=[C:8]([C:5]5[CH:4]=[CH:3][C:2]([F:1])=[CH:7][CH:6]=5)[N:12]=4)[C:27](=[O:28])[CH:26]=3)=[CH:22][CH:23]=2)[CH:18]=[N:17]1)[CH3:15]. Reported procedure: To a solution of 3-(4-fluorophenyl)-1H-1,2,4-triazol-5-amine (100 mg, 0.56 mmol) in diphenyl ether (1 ml) was added ethyl 3-(1-ethyl-1H-indazol-5-yl)-3-oxopropanoate (400 mg, 1.540 mmol) and TsOH (6 mg, 0.03 mmol), and the resulting mixture was strirred for 2.5 h at 170° C. The reaction mixture was then quenched by the addition of ethyl ether (8 ml). The solids were collected by filtration and washed with dichloromethane (5 ml) to afford 5-(1-ethyl-1H-indazol-5-yl)-2-(4-fluorophenyl)-[1,2,4]tria...